This data is from the Open Reaction Database (ORD), a public repository of structured organic reaction records. The task is: describe an organic reaction: reactants, conditions, products, and yield Starting materials: COc1cccc(Br)c1, C1CCCCC1, CN1CCC(=O)CC1, [Li]C(C)CC, C1CCOC1. Yields the product COc1cccc(C2(O)CCN(C)CC2)c1. As a reaction SMILES: [Br:1][c:2]1[cH:3][c:4]([O:8][CH3:9])[cH:5][cH:6][cH:7]1.[CH2:15]1[CH2:16][CH2:17][CH2:18][CH2:19][CH2:20]1.[CH3:21][N:22]1[CH2:23][CH2:24][C:25](=[O:28])[CH2:26][CH2:27]1.[CH:10]([Li:11])([CH2:12][CH3:13])[CH3:14].[O:29]1[CH2:30][CH2:31][CH2:32][CH2:33]1>>[c:2]1([C:25]2([OH:28])[CH2:24][CH2:23][N:22]([CH3:21])[CH2:27][CH2:26]2)[cH:3][c:4]([O:8][CH3:9])[cH:5][cH:6][cH:7]1. Reactants: ClC1=C(C=CC=C1Cl)S(=O)(=O)N(COCCO[Si](C)(C)C)C1=NC=C(N=C1OC)Cl (2,3-dichloro-N-(5-chloro-3-methoxy-2-pyrazinyl)-N-({2-[(trimethylsilyl)oxy]ethoxy}methyl)benzenesulphonamide), C(CO)(=O)OC (methyl glycolate), [H-].[Na+] (sodium hydride). The solvent is CN(C=O)C (N,N-dimethylformamide). The product is ClC1=C(C=CC=C1Cl)S(=O)(=O)NC=1N=CC(=NC1OC)OCC(=O)OC ({[5-(2,3-Dichlorophenylsulfonylamino)-6-methoxy-2-pyrazinyl]oxy}acetic acid, methyl ester). RXN SMILES: [Cl:1][C:2]1[C:7]([Cl:8])=[CH:6][CH:5]=[CH:4][C:3]=1[S:9]([N:12]([C:22]1[C:27]([O:28][CH3:29])=[N:26][C:25](Cl)=[CH:24][N:23]=1)COCCO[Si](C)(C)C)(=[O:11])=[O:10].[C:31]([O:35][CH3:36])(=[O:34])[CH2:32][OH:33].[H-].[Na+]>CN(C)C=O>[Cl:1][C:2]1[C:7]([Cl:8])=[CH:6][CH:5]=[CH:4][C:3]=1[S:9]([NH:12][C:22]1[N:23]=[CH:24][C:25]([O:33][CH2:32][C:31]([O:35][CH3:36])=[O:34])=[N:26][C:27]=1[O:28][CH3:29])(=[O:10])=[O:11] |f:2.3|. Procedure: Procedure as for Example 115 using 2,3-dichloro-N-(5-chloro-3-methoxy-2-pyrazinyl)-N-({2-[(trimethylsilyl)oxy]ethoxy}methyl)benzenesulphonamide (Example 115a) (0.26 g), methyl glycolate (0.075 mL) and sodium hydride (0.035 g of a 60% dispersion in oil) in N,N-dimethylformamide (5 mL). Yield 0.1 g As a reaction SMILES: [F:1][C:2]([F:30])([F:29])[C@H:3]1[CH2:8][CH2:7][C@H:6]([NH:9][C:10](=[O:28])[C:11]2[CH:16]=[C:15]([N+:17]([O-])=O)[C:14]([NH2:20])=[N:13][C:12]=2[O:21][CH2:22][CH2:23][O:24][CH:25]([F:27])[F:26])[CH2:5][CH2:4]1>[Ni].[H][H]>[F:29][C:2]([F:1])([F:30])[C@H:3]1[CH2:4][CH2:5][C@H:6]([NH:9][C:10](=[O:28])[C:11]2[CH:16]=[C:15]([NH2:17])[C:14]([NH2:20])=[N:13][C:12]=2[O:21][CH2:22][CH2:23][O:24][CH:25]([F:26])[F:27])[CH2:7][CH2:8]1 |f:1.2|. The product is FC([C@@H]1CC[C@H](CC1)NC(C1=C(N=C(C(=C1)N)N)OCCOC(F)F)=O)(F)F (N-(trans-4-Trifluoromethyl-cyclohexyl)-2-(2-difluoromethoxy-ethoxy)-5,6-diamino-nicotinamide). Reagents/catalysts: [Ni].[H][H] (Ra—Ni H2). The reactants are FC([C@@H]1CC[C@H](CC1)NC(C1=C(N=C(C(=C1)[N+](=O)[O-])N)OCCOC(F)F)=O)(F)F (N-(trans-4-trifluoromethyl-cyclohexyl)-2-(2-difluoromethoxy-ethoxy)-6-amino-5-nitro-nicotinamide). Reported procedure: The sub-title compound is prepared from N-(trans-4-trifluoromethyl-cyclohexyl)-2-(2-difluoromethoxy-ethoxy)-6-amino-5-nitro-nicotinamide (150 mg, 0.339 mmol), Ra—Ni/H2 (3 bar) in analogy to example 7b. Starting materials: ClC1=C2C(=NC=C1)N(C(=C2)C2=CN(C=1C2=NC(=C(C1)OC)OC)C)S(=O)(=O)C1=CC=C(C=C1)C (3-[4-Chloro-1-(toluene-4-sulfonyl)-1H-pyrrolo[2,3-b]pyridin-2-yl]-5,6-dimethoxy-1-methyl-1H-pyrrolo[3,2-b]pyridine), CO (MeOH). Run in [OH-].[K+] (KOH). Product: ClC1=C2C(=NC=C1)NC(=C2)C2=CN(C=1C2=NC(=C(C1)OC)OC)C (3-(4-Chloro-1H-pyrrolo[2,3-b]pyridin-2-yl)-5,6-dimethoxy-1-methyl-1H-pyrrolo[3,2-b]pyridine). RXN SMILES: [Cl:1][C:2]1[CH:7]=[CH:6][N:5]=[C:4]2[N:8](S(C3C=CC(C)=CC=3)(=O)=O)[C:9]([C:11]3[C:15]4=[N:16][C:17]([O:22][CH3:23])=[C:18]([O:20][CH3:21])[CH:19]=[C:14]4[N:13]([CH3:24])[CH:12]=3)=[CH:10][C:3]=12.CO>[OH-].[K+]>[Cl:1][C:2]1[CH:7]=[CH:6][N:5]=[C:4]2[NH:8][C:9]([C:11]3[C:15]4=[N:16][C:17]([O:22][CH3:23])=[C:18]([O:20][CH3:21])[CH:19]=[C:14]4[N:13]([CH3:24])[CH:12]=3)=[CH:10][C:3]=12 |f:2.3|. Procedure: Reflux bisazaindole 29 (40 mg, 0.081 mmol) in KOH at 4%/MeOH (10 mL) for 5.5 h and then concentrate the reaction under vacuum. Purification on SiO2 (MeOH at 2-4%/CH2Cl2) leads to 30 (13 mg, 47.3%) as a white solid: 1H NMR (CDCl3) δ 10.92 (s broad, 1H), 8.07 (d, 1H, J=5.3 Hz), 7.49 (s, 1H), 7.05 (s apparent overlapping d, 2H, J=5.2 Hz), 6.62 (s, 1H), 4.22 (s, 3H), 3.96 (s, 3H), 3.81 (s, 3H), TLC (EtOAc at 40%/heptane), Rf=0.40, m/z obs.=343.3 (M+1), 345.3. The reactants are ClC(=O)OCC (ethyl chloroformate), CON(C(C1=C(C=C(C(=C1)N)F)Cl)=O)C (N-methoxy-N-methyl-5-amino-2-chloro-4-fluorobenzamide), ice water. The solvent is N1=CC=CC=C1 (pyridine). Reaction conditions: temperature 0 celsius. Product: ClC1=CC(=C(NC(OCC)=O)C=C1C(N(C)OC)=O)F (ethyl 4-chloro-2-fluoro-5-(N-methoxy-N-methylcarbamoyl)-carbanilate). RXN SMILES: [CH3:1][O:2][N:3]([CH3:15])[C:4](=[O:14])[C:5]1[CH:10]=[C:9]([NH2:11])[C:8]([F:12])=[CH:7][C:6]=1[Cl:13].Cl[C:17]([O:19][CH2:20][CH3:21])=[O:18]>N1C=CC=CC=1>[Cl:13][C:6]1[C:5]([C:4](=[O:14])[N:3]([O:2][CH3:1])[CH3:15])=[CH:10][C:9]([NH:11][C:17](=[O:18])[O:19][CH2:20][CH3:21])=[C:8]([F:12])[CH:7]=1. Procedure: 55.6 g of N-methoxy-N-methyl-5-amino-2-chloro-4-fluorobenzamide are dissolved in 200 ml of pyridine and the solution is cooled to 0° C. 30.4 g of ethyl chloroformate are added dropwise at 0° C. while stirring and thereafter the reaction mixture is stirred for 14 hours. The mixture is poured into 1 liter of ice-water, the aqueous mixture is extracted three times with 250 ml of ethyl acetate each time, the combined organic phases are washed to neutrality, dried over anhydrous sodium sulphate and t... Run in CCOCC (ether), CCOCC (ether). Procedure details: To a solution of LiAlH4 (119 mg; 2.98 mmol) in dry ether (5 mL), AlCl3 (400 mg; 2.94 mmol) was added carefully at 0° C. and the mixture was stirred for 15 min. Then a solution of 12 (829 mg; 2.44 mmol) in dry ether (9 mL) was added and the reaction was stirred at 0° C. for 3 h. After that 10% aqueous NaOH (10 mL) was added to quench the reaction. The organic layer was separated and washed by saturated aqueous NaHCO3 and NaCl respectively, and dried over anhydrous K2CO3. After evaporation of the ... Reaction SMILES: [H-].[H-].[H-].[H-].[Li+].[Al+3].[Al+3].[Cl-].[Cl-].[Cl-].[C:11]1([C:17]([C:31]2[CH:36]=[CH:35][CH:34]=[CH:33][CH:32]=2)([C:25]2[CH:30]=[CH:29][CH:28]=[CH:27][CH:26]=2)[O:18][CH2:19][C:20](=[CH2:24])[CH2:21]C#N)[CH:16]=[CH:15][CH:14]=[CH:13][CH:12]=1.[OH-:37].[Na+]>CCOCC>[C:31]1([C:17]([C:11]2[CH:12]=[CH:13][CH:14]=[CH:15][CH:16]=2)([C:25]2[CH:26]=[CH:27][CH:28]=[CH:29][CH:30]=2)[O:18][CH2:19][C:20](=[CH2:24])[CH2:21][OH:37])[CH:36]=[CH:35][CH:34]=[CH:33][CH:32]=1 |f:0.1.2.3.4.5,6.7.8.9,11.12|. Yield: 65.0%. Product: C1(=CC=CC=C1)C(OCC(CO)=C)(C1=CC=CC=C1)C1=CC=CC=C1 (2-triphenylmethoxymethyl-2-propen-1-ol). Starting materials: [H-].[H-].[H-].[H-].[Li+].[Al+3] (LiAlH4), [Al+3].[Cl-].[Cl-].[Cl-] (AlCl3), C1(=CC=CC=C1)C(OCC(CC#N)=C)(C1=CC=CC=C1)C1=CC=CC=C1 (3-triphenylmethoxymethyl-3-butenenitrile), [OH-].[Na+] (NaOH). Conditions: time 15 minute. Starting materials: BrCC=1C(=C(C#N)C=CC1)Cl (3-(bromomethyl)-2-chlorobenzonitrile), [N-]=[N+]=[N-].[Na+] (NaN3), Cl (HCl), C1(=CC=CC=C1)P(C1=CC=CC=C1)C1=CC=CC=C1 (Triphenylphosphine). The solvent is CN(C)C=O (DMF), CCOC(=O)C (EtOAc). Run at time 20 minute. Product: ClC1=C(CN)C=CC=C1C#N (2-chloro-3-cyanobenzylamine). Reaction SMILES: Br[CH2:2][C:3]1[C:4]([Cl:11])=[C:5]([CH:8]=[CH:9][CH:10]=1)[C:6]#[N:7].[N-:12]=[N+]=[N-].[Na+].C1(P(C2C=CC=CC=2)C2C=CC=CC=2)C=CC=CC=1.Cl>CN(C=O)C.CCOC(C)=O>[Cl:11][C:4]1[C:5]([C:6]#[N:7])=[CH:8][CH:9]=[CH:10][C:3]=1[CH2:2][NH2:12] |f:1.2|. Procedure details: To a soln. of 3-(bromomethyl)-2-chlorobenzonitrile (0.87 mmol) in 9 mL DMF was added NaN3 (1.3 mmol) and the resulting brown solution was stirred at RT for 20 min. The reaction mixture was diluted with EtOAc, washed twice with water and brine, dried over MgSO4 and concentrated in vacuo. The crude azide was redissolved in 4.3 mL THF and 0.1 mL water. Triphenylphosphine (1.04 mmol) was added and the mixture was stirred at RT overnight. The reaction mixture was acidified with 0.1; N HCl soln. until... Reactants: O=C=NCc1ccccc1, ClCCl, FC(F)(F)c1cccc(OC2CNC2)c1. Product: O=C(NCc1ccccc1)N1CC(Oc2cccc(C(F)(F)F)c2)C1. Reaction SMILES: [CH2:16]([c:17]1[cH:18][cH:19][cH:20][cH:21][cH:22]1)[N:23]=[C:24]=[O:25].[CH2:26]([Cl:27])[Cl:28].[F:1][C:2]([c:3]1[cH:4][c:5]([O:6][CH:7]2[CH2:8][NH:9][CH2:10]2)[cH:11][cH:12][cH:13]1)([F:14])[F:15]>>[F:1][C:2]([c:3]1[cH:4][c:5]([O:6][CH:7]2[CH2:8][N:9]([C:24]([NH:23][CH2:16][c:17]3[cH:18][cH:19][cH:20][cH:21][cH:22]3)=[O:25])[CH2:10]2)[cH:11][cH:12][cH:13]1)([F:14])[F:15].